describe an organic reaction: reactants, conditions, products, and yield From a dataset of the Open Reaction Database (ORD), a public repository of structured organic reaction records. The reactants are Cl (hydrochloric acid), [F-].C(CCC)[N+](CCCC)(CCCC)CCCC (Tetrabutylammonium fluoride), ClC=1C=CC(=C2N3C(=NC21)N(CCC3)C=3C(=NC(=NC3C)OC)C)C=O (9-chloro-1-(2-methoxy-4,6-dimethylpyrimidin-5-yl)-1,2,3,4-tetrahydropyrimido[1,2-a]benzimidazole-6-carbaldehyde), C[Si](C(F)(F)F)(C)C (trimethyl(trifluoromethyl)silane), C(O)([O-])=O.[Na+] (sodium hydrogen carbonate). The solvent is O1CCCC1 (tetrahydrofuran). Conditions: temperature 0 celsius, time 20 minute. The product is ClC1=CC=C(C=2N3C(=NC21)N(CCC3)C=3C(=NC(=NC3C)OC)C)C(C(F)(F)F)O (1-[9-Chloro-1-(2-methoxy-4,6-dimethylpyrimidin-5-yl)-1,2,3,4-tetrahydropyrimido[1,2-a]benzimidazol-6-yl]-2,2,2-trifluoroethanol). Yield: 80.7%. RXN SMILES: [F-].C([N+](CCCC)(CCCC)CCCC)CCC.[Cl:19][C:20]1[CH:21]=[CH:22][C:23]([CH:43]=[O:44])=[C:24]2[C:28]=1[N:27]=[C:26]1[N:29]([C:33]3[C:34]([CH3:42])=[N:35][C:36]([O:40][CH3:41])=[N:37][C:38]=3[CH3:39])[CH2:30][CH2:31][CH2:32][N:25]21.C[Si](C)(C)[C:47]([F:50])([F:49])[F:48].Cl.C(=O)([O-])O.[Na+]>O1CCCC1>[Cl:19][C:20]1[C:28]2[N:27]=[C:26]3[N:29]([C:33]4[C:34]([CH3:42])=[N:35][C:36]([O:40][CH3:41])=[N:37][C:38]=4[CH3:39])[CH2:30][CH2:31][CH2:32][N:25]3[C:24]=2[C:23]([CH:43]([OH:44])[C:47]([F:50])([F:49])[F:48])=[CH:22][CH:21]=1 |f:0.1,5.6|. Procedure: Tetrabutylammonium fluoride (1.0 M solution in tetrahydrofuran, 1.1 mL, 1.1 mmol) was added dropwise to a stirred solution of 9-chloro-1-(2-methoxy-4,6-dimethylpyrimidin-5-yl)-1,2,3,4-tetrahydropyrimido[1,2-a]benzimidazole-6-carbaldehyde (4.12 g, 11.1 mmol) and trimethyl(trifluoromethyl)silane (3.16 g, 22.2 mmol) in tetrahydrofuran (45 mL) at 0° C., and the mixture was stirred at 0° C. for 20 min. 1N hydrochloric acid (35 mL) was added to the mixture at 0° C., and the mixture was stirred at 0° C... The reactants are O=C([O-])[O-], CC(=O)OC(C)=O, O=CO, ClCCl, [K+], [K+], NCc1ncn2ccsc12, O. Yields the product O=CNCc1ncn2ccsc12. Reaction SMILES: [C:21](=[O:22])([O-:23])[O-:24].[CH3:14][C:15]([O:16][C:17](=[O:18])[CH3:19])=[O:20].[CH:11](=[O:12])[OH:13].[Cl:27][CH2:28][Cl:29].[K+:25].[K+:26].[NH2:1][CH2:2][c:3]1[n:4][cH:5][n:6]2[c:7]1[s:8][cH:9][cH:10]2.[OH2:30]>>[NH:1]([CH2:2][c:3]1[n:4][cH:5][n:6]2[c:7]1[s:8][cH:9][cH:10]2)[CH:11]=[O:12]. Reactants: O (water), FC(C(=O)O)(F)F (trifluoroacetic acid), CC(C(=O)OC1=CC=C(C=C1)C1=CC=C(C=C1)OC1=C(C=NN(C1=O)C1=CC=C(C=C1)C)N1CCN(CC1)C(=O)OC(C)(C)C)(C)C (tert-Butyl 4-[5-({4′-[(2,2-dimethylpropanoyl)oxy]-1,1′-biphenyl-4-yl}oxy)-1-(4-methylphenyl)-6-oxo-1,6-dihydro-4-pyridazinyl]-1-piperazinecarboxylate). Solvent: ClCCl (dichloromethane). Run at time 45 minute. Yields the product FC(C(=O)O)(F)F.C(C(C)(C)C)(=O)OC1=CC=C(C=C1)C1=CC=C(C=C1)OC=1C(N(N=CC1N1CCNCC1)C1=CC=C(C=C1)C)=O (4′-{[2-(4-Methylphenyl)-3-oxo-5-(1-piperazinyl)-2,3-dihydro-4-pyridazinyl]oxy}-1,1′-biphenyl-4-yl pivalate trifluoroacetic acid salt). Reaction SMILES: O.[F:2][C:3]([F:8])([F:7])[C:4]([OH:6])=[O:5].[CH3:9][C:10]([CH3:55])([CH3:54])[C:11]([O:13][C:14]1[CH:19]=[CH:18][C:17]([C:20]2[CH:25]=[CH:24][C:23]([O:26][C:27]3[C:32](=[O:33])[N:31]([C:34]4[CH:39]=[CH:38][C:37]([CH3:40])=[CH:36][CH:35]=4)[N:30]=[CH:29][C:28]=3[N:41]3[CH2:46][CH2:45][N:44](C(OC(C)(C)C)=O)[CH2:43][CH2:42]3)=[CH:22][CH:21]=2)=[CH:16][CH:15]=1)=[O:12]>ClCCl>[F:2][C:3]([F:8])([F:7])[C:4]([OH:6])=[O:5].[C:11]([O:13][C:14]1[CH:19]=[CH:18][C:17]([C:20]2[CH:21]=[CH:22][C:23]([O:26][C:27]3[C:32](=[O:33])[N:31]([C:34]4[CH:35]=[CH:36][C:37]([CH3:40])=[CH:38][CH:39]=4)[N:30]=[CH:29][C:28]=3[N:41]3[CH2:46][CH2:45][NH:44][CH2:43][CH2:42]3)=[CH:24][CH:25]=2)=[CH:16][CH:15]=1)(=[O:12])[C:10]([CH3:55])([CH3:54])[CH3:9] |f:4.5|. Reported procedure: 0.2 ml of water and 2.2 ml of trifluoroacetic acid are added dropwise to a solution of 568 mg (0.889 mmol) of the compound from Example 2 in 4.5 ml of dichloromethane at room temperature. After 45 min, the reaction mixture is concentrated and thoroughly dried under high vacuum. Reactants: Cc1occ(C(F)(F)F)c1C(=O)O, [Cu+2], O=S(=O)([O-])[O-], c1ccc2ncccc2c1. The product is Cc1cc(C(F)(F)F)co1. Reaction SMILES: [CH3:1][c:2]1[o:3][cH:4][c:5]([C:10]([F:11])([F:12])[F:13])[c:6]1[C:7]([OH:8])=[O:9].[Cu+2:14].[O-:15][S:16](=[O:17])(=[O:18])[O-:19].[cH:20]1[cH:21][c:22]2[c:23]([n:24][cH:25][cH:26][cH:27]2)[cH:28][cH:29]1>>[CH3:1][c:2]1[o:3][cH:4][c:5]([C:10]([F:11])([F:12])[F:13])[cH:6]1. Starting materials: CC1=CC=C(C(=O)O[C@@H](C(=O)O)[C@H](C(=O)O)OC(C2=CC=C(C=C2)C)=O)C=C1 ((2R,3R)-2,3-bis[(4-methylbenzoyl)oxy]butanedioic acid), ClC=1C=C(C=CC1Cl)[C@H](CN(C(OC(C)(C)C)=O)CCO)O ((R)-tert-butyl 2-(3,4-dichlorophenyl)-2-hydroxyethyl(2-hydroxyethyl)-carbamate), Cl (HCl), C1(=CC=CC=C1)P(C1=CC=CC=C1)C1=CC=CC=C1 (triphenylphosphine), C(C)(C)OC(=O)N=NC(OC(C)C)=O (isopropyl N-isopropoxycarbonyliminocarbamate). Solvent: CC(C)(C)OC (MTBE), C(C)(=O)O (acetic acid). Run at time 1 hour. The product is CC1=CC=C(C(=O)O[C@@H](C(=O)O)[C@H](C(=O)O)OC(C2=CC=C(C=C2)C)=O)C=C1.ClC=1C=C(C=CC1Cl)[C@@H]1CNCCO1 ((R)-2-(3,4-dichlorophenyl)morpholine (2R,3R)-2,3-bis[(4-methylbenzoyl)oxy]butanedioic acid salt). Isolated yield 22.4%. As a reaction SMILES: [Cl:1][C:2]1[CH:3]=[C:4]([C@@H:9]([OH:22])[CH2:10][N:11]([CH2:19][CH2:20]O)C(=O)OC(C)(C)C)[CH:5]=[CH:6][C:7]=1[Cl:8].C1(P(C2C=CC=CC=2)C2C=CC=CC=2)C=CC=CC=1.C(OC(N=NC(=O)OC(C)C)=O)(C)C.Cl.[CH3:57][C:58]1[CH:84]=[CH:83][C:61]([C:62]([O:64][C@H:65]([C@@H:69]([O:73][C:74](=[O:82])[C:75]2[CH:80]=[CH:79][C:78]([CH3:81])=[CH:77][CH:76]=2)[C:70]([OH:72])=[O:71])[C:66]([OH:68])=[O:67])=[O:63])=[CH:60][CH:59]=1>C(O)(=O)C.CC(OC)(C)C>[CH3:57][C:58]1[CH:59]=[CH:60][C:61]([C:62]([O:64][C@H:65]([C@@H:69]([O:73][C:74](=[O:82])[C:75]2[CH:76]=[CH:77][C:78]([CH3:81])=[CH:79][CH:80]=2)[C:70]([OH:72])=[O:71])[C:66]([OH:68])=[O:67])=[O:63])=[CH:83][CH:84]=1.[Cl:1][C:2]1[CH:3]=[C:4]([C@H:9]2[O:22][CH2:20][CH2:19][NH:11][CH2:10]2)[CH:5]=[CH:6][C:7]=1[Cl:8] |f:7.8|. Procedure: In a 3 neck flask equipped with a mechanical stirrer, thermocouple and addition funnel using a water bath was added (R)-tert-butyl 2-(3,4-dichlorophenyl)-2-hydroxyethyl(2-hydroxyethyl)-carbamate (588 g, 1.679 mol) followed by MTBE (2.5 L). To the mixture was added triphenylphosphine (528 g, 467 mL, 2.02 mol) followed by isopropyl N-isopropoxycarbonyliminocarbamate (407 g, 390 mL, 2.02 mol) dropwise. During the addition, the reaction temperature gradually increased to reflux. The reaction mixture... Reactants: CC(C)(C)OC(=O)n1cccc1, [Li]CCCC, Cc1ccccc1CN(Cc1ccccc1C)C(C=O)Cc1cc(F)cc(F)c1, CC1(C)CCCC(C)(C)N1, C1CCOC1. As a reaction SMILES: [C:16]([CH3:17])([CH3:18])([CH3:19])[O:20][C:21](=[O:22])[n:23]1[cH:24][cH:25][cH:26][cH:27]1.[CH2:1]([Li:2])[CH2:3][CH2:4][CH3:5].[CH3:28][c:29]1[c:30]([CH2:31][N:32]([CH:33]([CH:34]=[O:35])[CH2:36][c:37]2[cH:38][c:39]([F:44])[cH:40][c:41]([F:43])[cH:42]2)[CH2:45][c:46]2[c:47]([CH3:52])[cH:48][cH:49][cH:50][cH:51]2)[cH:53][cH:54][cH:55][cH:56]1.[CH3:6][C:7]1([CH3:8])[CH2:9][CH2:10][CH2:11][C:12]([CH3:13])([CH3:14])[NH:15]1.[O:57]1[CH2:58][CH2:59][CH2:60][CH2:61]1>>[C:16]([CH3:17])([CH3:18])([CH3:19])[O:20][C:21](=[O:22])[n:23]1[c:24]([CH:34]([CH:33]([N:32]([CH2:31][c:30]2[c:29]([CH3:28])[cH:56][cH:55][cH:54][cH:53]2)[CH2:45][c:46]2[c:47]([CH3:52])[cH:48][cH:49][cH:50][cH:51]2)[CH2:36][c:37]2[cH:38][c:39]([F:44])[cH:40][c:41]([F:43])[cH:42]2)[OH:35])[cH:25][cH:26][cH:27]1. Product: Cc1ccccc1CN(Cc1ccccc1C)C(Cc1cc(F)cc(F)c1)C(O)c1cccn1C(=O)OC(C)(C)C. Starting materials: C(C)O (ethanol), [Mg] (magnesium), C(CC(=O)OCC)(=O)OCC (diethyl malonate), C(C)O (ethanol). The reagents and catalysts are C(Cl)(Cl)(Cl)Cl (carbon tetrachloride). Run in C1(=CC=CC=C1)C (toluene). Reaction conditions: temperature 60 celsius, time 1 hour. Product: ethoxymagnesium ethyl malonate. As a reaction SMILES: [CH2:1]([OH:3])[CH3:2].[Mg:4].[C:5]([O:13]CC)(=[O:12])[CH2:6][C:7]([O:9]CC)=[O:8]>C(Cl)(Cl)(Cl)Cl.C1(C)C=CC=CC=1>[CH2:1]([CH:6]([C:7]([O-:9])=[O:8])[C:5]([O-:13])=[O:12])[CH3:2].[CH2:1]([O:3][Mg+2:4])[CH3:2] |f:5.6|. Procedure details: Separately, 0.9 ml of absolute ethanol and two drops of carbon tetrachloride were added to 0.4 g of metallic magnesium. When a reaction began, a mixture of 2.6 ml of diethyl malonate, 1.6 ml of absolute ethanol and 6 ml of toluene was added dropwise to the reaction mixture at a temperature not higher than 60° C., followed by stirring at 60° C. for 1 hour to give ethoxymagnesium ethyl malonate. The reactants are N1(CCCCC1)CC1=CC=C(N\C(\C2=CC=CC=C2)=C\2/C(NC3=CC(=CC=C23)C(=O)O)=O)C=C1 (3-Z-[1-(4-(piperidin-1-yl-methyl)-anilino)-1-phenyl-methylene]-6-carboxy-2-indolinone), C(C)(C)O (isopropanol). The product is N1(CCCCC1)CC1=CC=C(N\C(\C2=CC=CC=C2)=C\2/C(NC3=CC(=CC=C23)C(=O)OC(C)C)=O)C=C1 (3-Z-[1-(4-(piperidin-1-yl-methyl)-anilino)-1-phenyl-methylene]-6-isopropyloxycarbonyl-2-indolinone). As a reaction SMILES: [N:1]1([CH2:7][C:8]2[CH:34]=[CH:33][C:11]([NH:12]/[C:13](=[C:20]3\[C:21](=[O:32])[NH:22][C:23]4[C:28]\3=[CH:27][CH:26]=[C:25]([C:29]([OH:31])=[O:30])[CH:24]=4)/[C:14]3[CH:19]=[CH:18][CH:17]=[CH:16][CH:15]=3)=[CH:10][CH:9]=2)[CH2:6][CH2:5][CH2:4][CH2:3][CH2:2]1.[CH:35](O)([CH3:37])[CH3:36]>>[N:1]1([CH2:7][C:8]2[CH:9]=[CH:10][C:11]([NH:12]/[C:13](=[C:20]3\[C:21](=[O:32])[NH:22][C:23]4[C:28]\3=[CH:27][CH:26]=[C:25]([C:29]([O:31][CH:35]([CH3:37])[CH3:36])=[O:30])[CH:24]=4)/[C:14]3[CH:15]=[CH:16][CH:17]=[CH:18][CH:19]=3)=[CH:33][CH:34]=2)[CH2:6][CH2:5][CH2:4][CH2:3][CH2:2]1. Procedure details: Prepared from 3-Z-[1-(4-(piperidin-1-yl-methyl)-anilino)-1-phenyl-methylene]-6-carboxy-2-indolinone and isopropanol Rf value: 0.4 (aluminium oxide, methylene chloride/isopropanol=30:1) C31H33N3O3 The reactants are C(=O)(O)[O-].[Na+] (NaHCO3), BrC(CCCCC)O (Bromohexanol), O1CCCC=C1 (3,4-Dihydropyran), CC=1C=CC(=CC1)S(=O)(=O)O (TsOH). Solvent: CC(C)(C)OC (TBME). Conditions: temperature 2.5 celsius, time 8 hour. Product: BrCCCCCCOC1OCCCC1 (2-(6-Bromo-hexyloxy)-tetrahydro-pyran). Yield: 90.0%. Reaction SMILES: [Br:1][CH:2](O)[CH2:3][CH2:4][CH2:5][CH2:6]C.CC1C=CC(S(O)(=O)=O)=CC=1.[O:20]1[CH:25]=[CH:24][CH2:23][CH2:22][CH2:21]1.[C:26]([O-:29])(O)=O.[Na+]>CC(OC)(C)C>[Br:1][CH2:2][CH2:3][CH2:4][CH2:5][CH2:6][CH2:26][O:29][CH:25]1[CH2:24][CH2:23][CH2:22][CH2:21][O:20]1 |f:3.4|. Reported procedure: Bromohexanol (54.67 g) is dissolved in TBME (250 mL) and dried over Na2SO4. After filtration, TsOH (0.6 mmol) is added and the solution is cooled in an ice bath. 3,4-Dihydropyran (394 mmol) is added dropwise, while maintaining the temperature around 2-3° C. After complete addition the reaction mixture is allowed to reach ambient temperature overnight. The mixture is ished with sat. NaHCO3 (2×200 mL). The aqueous layer is extracted with TBME (200 mL) and the combined organic layers are ished with...